Dataset: the Open Reaction Database (ORD), a public repository of structured organic reaction records. Task: describe an organic reaction: reactants, conditions, products, and yield Reactants: FC(C(=O)O)(F)F (Trifluoroacetic acid), O(CCCC)C1=CC=C(C=C1)S(=O)(=O)Cl (4-butoxylphenyl sulfonyl chloride), NC1=CC=CC(=N1)NC(OC(C)(C)C)=O (tert-butyl (6-aminopyridin-2-yl)carbamate). Solvent: N1=CC=CC=C1 (pyridine), N1=CC=CC=C1 (pyridine). Run at time 24 hour. The product is NC1=CC=CC(=N1)NS(=O)(=O)C1=CC=C(C=C1)OCCCC (N-(6-aminopyridin-2-yl)-4-butoxybenzenesulfonamide). As a reaction SMILES: [O:1]([C:6]1[CH:11]=[CH:10][C:9]([S:12](Cl)(=[O:14])=[O:13])=[CH:8][CH:7]=1)[CH2:2][CH2:3][CH2:4][CH3:5].[NH2:16][C:17]1[N:22]=[C:21]([NH:23]C(=O)OC(C)(C)C)[CH:20]=[CH:19][CH:18]=1.FC(F)(F)C(O)=O>N1C=CC=CC=1>[NH2:23][C:21]1[N:22]=[C:17]([NH:16][S:12]([C:9]2[CH:10]=[CH:11][C:6]([O:1][CH2:2][CH2:3][CH2:4][CH3:5])=[CH:7][CH:8]=2)(=[O:14])=[O:13])[CH:18]=[CH:19][CH:20]=1. Reported procedure: The 4-butoxylphenyl sulfonyl chloride (160 μmol, 2.0 eq, 400 μL of a 0.40 M in anhydrous pyridine) and tert-butyl (6-aminopyridin-2-yl)carbamate (80 μmol, 1.0 eq, 400 μL of a 0.20 M in anhydrous pyridine) was added into a test tube (75×10 mm, dried by heating at 110° C. for 16 h before use) equipped with a stir bar. The test tube was covered with Parafilm, and was stirred for 24 h at ambient temperature. The solvent (pyridine) was evaporated in vacuo. Trifluoroacetic acid (320 μL, 52.0 eq., exce... Starting materials: ClCCl, CCOC(C)=O, Nc1cc(C(c2cc(F)ccc2F)S(=O)(=O)c2ccc(Cl)cc2)c(Cl)cn1, O=S(=O)(O)C(F)(F)F, c1ccncc1, O=S(=O)(Cl)Cc1ccncc1. The product is O=S(=O)(Cc1ccncc1)Nc1cc(C(c2cc(F)ccc2F)S(=O)(=O)c2ccc(Cl)cc2)c(Cl)cn1. As a reaction SMILES: [CH2:1]([Cl:2])[Cl:3].[CH3:56][CH2:57][O:58][C:59](=[O:60])[CH3:61].[Cl:4][c:5]1[c:6]([CH:12]([c:13]2[c:14]([F:20])[cH:15][cH:16][c:17]([F:19])[cH:18]2)[S:21](=[O:22])(=[O:23])[c:24]2[cH:25][cH:26][c:27]([Cl:30])[cH:28][cH:29]2)[cH:7][c:8]([NH2:11])[n:9][cH:10]1.[S:37]([OH:38])([C:39]([F:40])([F:41])[F:42])(=[O:43])=[O:44].[cH:31]1[cH:32][cH:33][n:34][cH:35][cH:36]1.[n:45]1[cH:46][cH:47][c:48]([CH2:51][S:52](=[O:53])(=[O:54])[Cl:55])[cH:49][cH:50]1>>[Cl:4][c:5]1[c:6]([CH:12]([c:13]2[c:14]([F:20])[cH:15][cH:16][c:17]([F:19])[cH:18]2)[S:21](=[O:22])(=[O:23])[c:24]2[cH:25][cH:26][c:27]([Cl:30])[cH:28][cH:29]2)[cH:7][c:8]([NH:11][S:52]([CH2:51][c:48]2[cH:47][cH:46][n:45][cH:50][cH:49]2)(=[O:53])=[O:54])[n:9][cH:10]1. Starting materials: C1=CN(C=N1)C(=O)N2C=CN=C2 (CDI), C(C)OC([C@@H](CNC1=CC(=C(C=C1)N1CCC(C=C1)=O)F)O)=O (3-[3-fluoro-4-(4-oxo-3,4-dihydro-2H-pyridin-1-yl)phenylamino]-2(R)-hydroxypropionic acid ethyl ester). Run in C(C)#N (acetonitrile). Conditions: time 8 hour. Yields the product C(C)OC(=O)C1CN(C(O1)=O)C1=CC(=C(C=C1)N1CCC(C=C1)=O)F (3-[3-fluoro-4-(4-oxo-3,4-dihydro-2H-pyridin-1-yl)phenyl]-2-oxo-5-oxazolidinecarboxylic acid ethyl ester). RXN SMILES: C1N=CN([C:6](N2C=NC=C2)=[O:7])C=1.[CH2:13]([O:15][C:16](=[O:35])[C@H:17]([OH:34])[CH2:18][NH:19][C:20]1[CH:25]=[CH:24][C:23]([N:26]2[CH:31]=[CH:30][C:29](=[O:32])[CH2:28][CH2:27]2)=[C:22]([F:33])[CH:21]=1)[CH3:14]>C(#N)C>[CH2:13]([O:15][C:16]([CH:17]1[O:34][C:6](=[O:7])[N:19]([C:20]2[CH:25]=[CH:24][C:23]([N:26]3[CH:27]=[CH:28][C:29](=[O:32])[CH2:30][CH2:31]3)=[C:22]([F:33])[CH:21]=2)[CH2:18]1)=[O:35])[CH3:14]. Procedure details: CDI (162.0 mg, 1.0 mmol) is added with stirring to a solution of 3-[3-fluoro-4-(4-oxo-3,4-dihydro-2H-pyridin-1-yl)phenylamino]-2(R)-hydroxypropionic acid ethyl ester (Step 5, 146.0 mg, 0.45 mmol) in acetonitrile (4.0 mL), and the mixture is stirred at room temperature overnight. Solvent is removed under vacuum, and the residue partitioned between EtOAc (30 mL) and aq. 3% citric acid (30 mL). The aqueous layer is extracted with EtOAc (2×30 mL), and the combined organic layers are washed with wate...